From a dataset of the Open Reaction Database (ORD), a public repository of structured organic reaction records. describe an organic reaction: reactants, conditions, products, and yield Starting materials: CC1=C(C=CC(=C1)C1=NC(=NS1)C(F)(F)F)O (2-Methyl-4-[3-(trifluoromethyl)-1,2,4-thiadiazol-5-yl]phenol), BrCCCOC=1C=C2CC[C@H](C2=CC1)[C@@H](C(=O)OC)C (methyl (2S)-2-[(1S)-5-(3-bromopropoxy)-2,3-dihydro-1H-inden-1-yl]-propanoate), C(=O)([O-])[O-].[Cs+].[Cs+] (Cs2CO3). Reagents/catalysts: O (water). Run in CN(C)C=O (DMF). Reaction conditions: temperature 40 celsius, time 16 hour. Product: CC1=C(OCCCOC=2C=C3CC[C@H](C3=CC2)[C@@H](C(=O)OC)C)C=CC(=C1)C1=NC(=NS1)C(F)(F)F (methyl (2S)-2-[(1S)-5-(3-{2-methyl-4-[3-(trifluoromethyl)-1,2,4-thiadiazol-5-yl]phenoxy}propoxy)-2,3-dihydro-1H-inden-1-yl]propanoate). The yield is 64.0%. As a reaction SMILES: [CH3:1][C:2]1[CH:7]=[C:6]([C:8]2[S:12][N:11]=[C:10]([C:13]([F:16])([F:15])[F:14])[N:9]=2)[CH:5]=[CH:4][C:3]=1[OH:17].Br[CH2:19][CH2:20][CH2:21][O:22][C:23]1[CH:24]=[C:25]2[C:29](=[CH:30][CH:31]=1)[C@H:28]([C@H:32]([CH3:37])[C:33]([O:35][CH3:36])=[O:34])[CH2:27][CH2:26]2.C([O-])([O-])=O.[Cs+].[Cs+]>O.CN(C=O)C>[CH3:1][C:2]1[CH:7]=[C:6]([C:8]2[S:12][N:11]=[C:10]([C:13]([F:16])([F:15])[F:14])[N:9]=2)[CH:5]=[CH:4][C:3]=1[O:17][CH2:19][CH2:20][CH2:21][O:22][C:23]1[CH:24]=[C:25]2[C:29](=[CH:30][CH:31]=1)[C@H:28]([C@H:32]([CH3:37])[C:33]([O:35][CH3:36])=[O:34])[CH2:27][CH2:26]2 |f:2.3.4|. Reported procedure: 2-Methyl-4-[3-(trifluoromethyl)-1,2,4-thiadiazol-5-yl]phenol (57.7 mg, 0.22 mmol), methyl (2S)-2-[(1S)-5-(3-bromopropoxy)-2,3-dihydro-1H-inden-1-yl]propanoate (Example 234) (72.0 mg, 0.21 mmol), Cs2CO3 (82.5 mg, 0.25 mmol), and water (3 drops) were combined in DMF (4 mL) and stirred at 40° C. for 16 h. The reaction mixture was concentrated under reduced pressure, water was added and the aqueous phase was extracted with EtOAc (2×). The combined organic phases were dried over Na2SO4, filtered, and...